From a dataset of the Open Reaction Database (ORD), a public repository of structured organic reaction records. describe an organic reaction: reactants, conditions, products, and yield Reactants: P(=O)(OCC)(SCCC)OC1=CC=C(C=C1)C=O (O-Ethyl S-propyl O-(4-formylphenyl) thiophosphate), C(C)O (ethanol), C(C1=CC=CC=C1)(=O)NN (benzoylhydrazine), C(C)O (ethanol). Solvent: C(C)OCC (diethyl ether). Reaction conditions: time 8 hour. Product: desired product, P(=O)(OCC)(SCCC)OC1=CC=C(C=C1)C=NNC(C1=CC=CC=C1)=O (O-ethyl S-propyl O-[4-(benzoylhydrazonomethyl)phenyl] thiophosphate). Reaction SMILES: [P:1]([O:10][C:11]1[CH:16]=[CH:15][C:14]([CH:17]=O)=[CH:13][CH:12]=1)([S:6][CH2:7][CH2:8][CH3:9])([O:3][CH2:4][CH3:5])=[O:2].C(O)C.[C:22]([NH:30][NH2:31])(=[O:29])[C:23]1[CH:28]=[CH:27][CH:26]=[CH:25][CH:24]=1>C(OCC)C>[P:1]([O:10][C:11]1[CH:12]=[CH:13][C:14]([CH:17]=[N:31][NH:30][C:22](=[O:29])[C:23]2[CH:28]=[CH:27][CH:26]=[CH:25][CH:24]=2)=[CH:15][CH:16]=1)([S:6][CH2:7][CH2:8][CH3:9])([O:3][CH2:4][CH3:5])=[O:2]. Procedure details: O-Ethyl S-propyl O-(4-formylphenyl) thiophosphate (5.44 grams; 0.019 mole), ethanol (150 ml) and benzoylhydrazine (2.57 grams; 0.019 mole) were charged into a glass reaction vessel equipped with a mechanical stirrer. The reaction mixture was stirred at room temperature overnight. The reaction mixture was then stripped of ethanol under reduced pressure having a viscous oil as the residue. The residue was then dissolved in diethyl ether resulting in the formation of a precipitate. The ether soluti...